Dataset: the Open Reaction Database (ORD), a public repository of structured organic reaction records. Task: describe an organic reaction: reactants, conditions, products, and yield Reactants: FC(C(=O)O)(F)F.C(C)C(CC)NC1=C2N=CN(C2=NC(=N1)N1C[C@@H](CC1)NC(=O)N[C@H]1CNCC1)[C@H]1[C@@H]([C@@H]([C@H](C1)NC(CC)=O)O)O (N-((1S,2R,3S,4R)-4-{6-(1-ethyl-propylamino)-2-[(R)-3-((R)-3-pyrrolidin-3-ylureido)-pyrrolidin-1-yl]-purin-9-yl}-2,3-dihydroxy-cyclopentyl)-propionamide trifluoroacetate), FC(C(=O)O)(F)F.ClC1=NC(=C2N=CN(C2=N1)[C@H]1[C@@H]([C@@H]([C@H](C1)NC(CC)=O)O)O)NCCC(C)(C)C (N-{(1S,2R,3S,4R)-4-[2-chloro-6-(3,3-dimethyl-butylamino)-purin-9-yl]-2,3-dihydroxy-cyclopentyl}-propionamide trifluoroacetate). Product: FC(C(=O)O)(F)F.CC(CCNC1=C2N=CN(C2=NC(=N1)N1C[C@@H](CC1)NC(=O)N[C@H]1CNCC1)[C@H]1[C@@H]([C@@H]([C@H](C1)NC(CC)=O)O)O)(C)C (N-((1S,2R,3S,4R)-4-{6-(3,3-Dimethyl-butylamino)-2-[(R)-3-((R)-3-pyrrolidin-3-ylureido)-pyrrolidin-1-yl]-purin-9-yl}-2,3-dihydroxy-cyclopentyl)-propionamide trifluoroacetate). Reaction SMILES: [F:1][C:2]([F:7])([F:6])[C:3]([OH:5])=[O:4].C(C(NC1N=C([N:23]2[CH2:27][CH2:26][C@@H:25]([NH:28][C:29]([NH:31][C@@H:32]3[CH2:36][CH2:35][NH:34][CH2:33]3)=[O:30])[CH2:24]2)N=C2C=1N=CN2[C@@H]1C[C@H](NC(=O)CC)[C@@H](O)[C@H]1O)CC)C.FC(F)(F)C(O)=O.Cl[C:57]1[N:65]=[C:64]2[C:60]([N:61]=[CH:62][N:63]2[C@@H:66]2[CH2:70][C@H:69]([NH:71][C:72](=[O:75])[CH2:73][CH3:74])[C@@H:68]([OH:76])[C@H:67]2[OH:77])=[C:59]([NH:78][CH2:79][CH2:80][C:81]([CH3:84])([CH3:83])[CH3:82])[N:58]=1>>[F:1][C:2]([F:7])([F:6])[C:3]([OH:5])=[O:4].[CH3:82][C:81]([CH3:84])([CH3:83])[CH2:80][CH2:79][NH:78][C:59]1[N:58]=[C:57]([N:23]2[CH2:27][CH2:26][C@@H:25]([NH:28][C:29]([NH:31][C@@H:32]3[CH2:36][CH2:35][NH:34][CH2:33]3)=[O:30])[CH2:24]2)[N:65]=[C:64]2[C:60]=1[N:61]=[CH:62][N:63]2[C@@H:66]1[CH2:70][C@H:69]([NH:71][C:72](=[O:75])[CH2:73][CH3:74])[C@@H:68]([OH:76])[C@H:67]1[OH:77] |f:0.1,2.3,4.5|. Procedure details: This compound is prepared analogously to N-((1S,2R,3S,4R)-4-{6-(1-ethyl-propylamino)-2-[(R)-3-((R)-3-pyrrolidin-3-ylureido)-pyrrolidin-1-yl]-purin-9-yl}-2,3-dihydroxy-cyclopentyl)-propionamide trifluoroacetate by replacing N-{(1S,2R,3S,4R)-4-[2-chloro-6-(1-ethyl-propylamino)-purin-9-yl]-2,3-dihydroxy-cyclopentyl}-propionamide with N-{(1S,2R,3S,4R)-4-[2-chloro-6-(3,3-dimethyl-butylamino)-purin-9-yl]-2,3-dihydroxy-cyclopentyl}-propionamide trifluoroacetate. As a reaction SMILES: [C:1]([O:4]C(C)(C)C)(=[O:3])[CH3:2].C[Si]([N-][Si](C)(C)C)(C)C.[Li+].[Br:19][C:20]1[CH:29]=[CH:28][CH:27]=[C:26]2[C:21]=1[CH:22]=[CH:23][C:24]([CH2:30][C:31]1[C:36](=[O:37])[CH2:35][CH2:34][CH2:33][C:32]=1OS(C(F)(F)F)(=O)=O)=[CH:25]2.FC(F)(F)C(O)=O>C1COCC1.C(Cl)Cl>[Br:19][C:20]1[CH:29]=[CH:28][CH:27]=[C:26]2[C:21]=1[CH:22]=[CH:23][C:24]([CH2:30][C:31]1[C:36](=[O:37])[CH2:35][CH2:34][CH2:33][C:32]=1[CH2:2][C:1]([OH:4])=[O:3])=[CH:25]2 |f:1.2|. Reaction conditions: time 1 hour. The reactants are C(C)(=O)OC(C)(C)C (tert-butyl acetate), C[Si](C)(C)[N-][Si](C)(C)C.[Li+] (lithium bis(trimethylsilyl)amide), FC(C(=O)O)(F)F (trifluoroacetic acid), BrC1=C2C=CC(=CC2=CC=C1)CC1=C(CCCC1=O)OS(=O)(=O)C(F)(F)F (trifluoromethanesulfonic acid 2-(5-bromo-naphthalen-2-ylmethyl)-3-oxo-cyclohex-1-enyl ester). The solvent is C1CCOC1 (THF), C(Cl)Cl (methylene chloride), C1CCOC1 (THF). Procedure: In to a cold (-78° C.) solution of tert-butyl acetate (2.7 mL, 19.96 mmol) in THF (35 mL) was added lithium bis(trimethylsilyl)amide solution (1 .0M, 21.62 mL, 21.62 mmol). After stirring for 2 hours a solution of trifluoromethanesulfonic acid 2-(5-bromo-naphthalen-2-ylmethyl)-3-oxo-cyclohex-1-enyl ester (7.7 g, 16.63 mmol) in THF (15 mL) was added dropwise. The mixture was stirred for 1 hour, quenched with aqueous NH4Cl, poured in to H2O and extracted with EtOAc, The organic extracts were dried... Yields the product BrC1=C2C=CC(=CC2=CC=C1)CC1=C(CCCC1=O)CC(=O)O ([2-(5-Bromo-naphthalen-2-ylmethyl)-3-oxo-cyclohex-1-enyl]-acetic acid). The reactants are C(C)(=O)O (acetic acid), CC(=O)C1=CC=C(C=C1)Br (4-bromoacetophenone), C(C1=CC=CC=C1)=O (benzaldehyde), [OH-].[Na+] (sodium hydroxide). The solvent is CO (methanol). Conditions: time 3 hour. The product is BrC1=CC=C(C=C1)C(\C=C\C1=CC=CC=C1)=O ((2E)-1-(4-bromophenyl)-3-phenylprop-2-en-1-one). The yield is 70.2%. As a reaction SMILES: [CH3:1][C:2]([C:4]1[CH:9]=[CH:8][C:7]([Br:10])=[CH:6][CH:5]=1)=[O:3].[CH:11](=O)[C:12]1[CH:17]=[CH:16][CH:15]=[CH:14][CH:13]=1.[OH-].[Na+].C(O)(=O)C>CO>[Br:10][C:7]1[CH:8]=[CH:9][C:4]([C:2](=[O:3])/[CH:1]=[CH:11]/[C:12]2[CH:17]=[CH:16][CH:15]=[CH:14][CH:13]=2)=[CH:5][CH:6]=1 |f:2.3|. Procedure details: In a 500 mL flask, 99.4 g (0.50 mol) of 4-bromoacetophenone and 53.0 g (0.5 mol) of benzaldehyde were initially charged and dissolved in 50 g of methanol. The mixture was admixed with 6.7 g (0.025 mol) of 15% strength aqueous sodium hydroxide solution carefully added dropwise at 20-25° C. and subsequently stirred for 3 h. The reaction mixture was neutralized with glacial acetic acid and filtered and the solid was dried in vacuo to obtain 107 g (351 mmol) of (2E)-1-(4-bromophenyl)-3-phenylprop-2-...